This data is from the Open Reaction Database (ORD), a public repository of structured organic reaction records. The task is: describe an organic reaction: reactants, conditions, products, and yield Starting materials: BrC1=CC(=C(N)C(=C1)C)CC (4-bromo-2-ethyl-6-methyl-aniline), [C-]#N.[Na+] (sodium cyanide), [I-].[K+] (potassium iodide), CNCCNC (N,N′-dimethylethylenediamine). The reagents and catalysts are [Cu]I (copper(I)iodide). The solvent is O (water), C1(=CC=CC=C1)C (toluene), C(C)(=O)OCC (Ethyl acetate). Reaction conditions: temperature 118 celsius, time 21 hour. The product is NC1=C(C=C(C#N)C=C1C)CC (4-amino-3-ethyl-5-methyl-benzonitrile). Isolated yield 99.2%. Reaction SMILES: Br[C:2]1[CH:8]=[C:7]([CH3:9])[C:5]([NH2:6])=[C:4]([CH2:10][CH3:11])[CH:3]=1.[C-]#N.[Na+].[I-].[K+].[CH3:17][NH:18]CCNC>C1(C)C=CC=CC=1.[Cu]I.C(OCC)(=O)C.O>[NH2:6][C:5]1[C:7]([CH3:9])=[CH:8][C:2]([C:17]#[N:18])=[CH:3][C:4]=1[CH2:10][CH3:11] |f:1.2,3.4|. Procedure: A double-jacketed 4 L-flask is charged with 4-bromo-2-ethyl-6-methyl-aniline (324 g, 1.51 mol), sodium cyanide (100.3 g, 1.97 mol), potassium iodide (50.2 g, 0.302 mol) and copper(I)iodide (28.7 g, 0.151 mol). The flask is evacuated three times and refilled with nitrogen. A solution of N,N′-dimethylethylenediamine (191.5 mL, 1.51 mol) in toluene (750 mL) is added. The mixture is heated to 118° C. and stirred at this temperature for 21 h. The mixture is cooled to 93° C. and water (1250 mL) is add... Reactants: CN(C1=CC=C(C=C1)C=1N(C=C(C(=O)OCOC)C(C1)=O)C1=CC=C(C=C1)OCOC)C (methoxymethyl 6-(4-dimethylaminophenyl)-1-(4-methoxymethyloxyphenyl)-4-oxo-1,4-dihydronicotinate), C([O-])([O-])=O.[Na+].[Na+] (sodium carbonate), C(C)(=O)O (acetic acid). Run in C(C)O (ethanol). Product: CN(C1=CC=C(C=C1)C=1N(C=C(C(=O)O)C(C1)=O)C1=CC=C(C=C1)OCOC)C (6-(4-dimethylaminophenyl)-1-(4-methoxymethyloxyphenyl)-4-oxo-1,4-dihydronicotinic acid). Isolated yield 83.4%. Reaction SMILES: [CH3:1][N:2]([CH3:32])[C:3]1[CH:8]=[CH:7][C:6]([C:9]2[N:10]([C:22]3[CH:27]=[CH:26][C:25]([O:28][CH2:29][O:30][CH3:31])=[CH:24][CH:23]=3)[CH:11]=[C:12]([C:19](=[O:21])[CH:20]=2)[C:13]([O:15]COC)=[O:14])=[CH:5][CH:4]=1.C(=O)([O-])[O-].[Na+].[Na+].C(O)(=O)C>C(O)C>[CH3:1][N:2]([CH3:32])[C:3]1[CH:8]=[CH:7][C:6]([C:9]2[N:10]([C:22]3[CH:23]=[CH:24][C:25]([O:28][CH2:29][O:30][CH3:31])=[CH:26][CH:27]=3)[CH:11]=[C:12]([C:19](=[O:21])[CH:20]=2)[C:13]([OH:15])=[O:14])=[CH:5][CH:4]=1 |f:1.2.3|. Procedure: In 1 ml of ethanol was dissolved 0.08 g of methoxymethyl 6-(4-dimethylaminophenyl)-1-(4-methoxymethyloxyphenyl)-4-oxo-1,4-dihydronicotinate at room temperature, and 1 ml of a 10% by weight aqueous sodium carbonate solution was added to the resulting solution. The resulting mixture was subjected to reaction at the same temperature for 1 hour. After completion of the reaction, the reaction mixture was adjusted to a pH of 6.0 with acetic acid, and the precipitated crystals were collected by filtrat... Procedure: A solution of 2.8 g (0.04 mol) of sodium nitrite in 15 ml of water is added dropwise, at an internal temperature of max. 10° C., to 10.7 g (0.04 mol) of 4-(4-methylthiophenoxy)-aniline in 100 ml of glacial acetic acid and 7.5 ml of conc. hydrochloric acid. Then stirring is continued for 15 minutes. The product is [Cl-].CC1=CC=C(SC2=CC=C(C=C2)[N+]#N)C=C1 (4-(4-methylthio-phenoxy)-phenyldiazonium chloride). Reaction conditions: time 15 minute. Solvent: C(C)(=O)O (acetic acid), O (water). Reaction SMILES: [N:1]([O-])=O.[Na+].[CH3:5][C:6]1[CH:19]=[CH:18][C:9]([S:10][C:11]2[CH:17]=[CH:16][C:14]([NH2:15])=[CH:13][CH:12]=2)=[CH:8][CH:7]=1.[ClH:20]>O.C(O)(=O)C>[Cl-:20].[CH3:5][C:6]1[CH:19]=[CH:18][C:9]([S:10][C:11]2[CH:17]=[CH:16][C:14]([N+:15]#[N:1])=[CH:13][CH:12]=2)=[CH:8][CH:7]=1 |f:0.1,6.7|. Reactants: CC1=CC=C(SC2=CC=C(N)C=C2)C=C1 (4-(4-methylthiophenoxy)-aniline), N(=O)[O-].[Na+] (sodium nitrite), Cl (hydrochloric acid). The reactants are BrC1=CC=C(OCCCC(=O)Cl)C=C1 (4-(4-bromophenoxy)butanoyl chloride), [Al+3].[Cl-].[Cl-].[Cl-] (AlCl3). Solvent: C(Cl)Cl (DCM), C(Cl)Cl (DCM). Run at time 1.5 hour. The product is BrC1=CC2=C(OCCCC2=O)C=C1 (7-bromo-3,4-dihydrobenz o[b]oxepin-5(2H)-one). Yield: 103.7%. As a reaction SMILES: [Br:1][C:2]1[CH:14]=[CH:13][C:5]([O:6][CH2:7][CH2:8][CH2:9][C:10](Cl)=[O:11])=[CH:4][CH:3]=1.[Al+3].[Cl-].[Cl-].[Cl-]>C(Cl)Cl>[Br:1][C:2]1[CH:14]=[CH:13][C:5]2[O:6][CH2:7][CH2:8][CH2:9][C:10](=[O:11])[C:4]=2[CH:3]=1 |f:1.2.3.4|. Procedure details: A solution of 4-(4-bromophenoxy)butanoyl chloride (27.6 g, 100 mmol) in DCM (200 mL) was added dropwise to a solution of AlCl3 (50 g, 0.38 mol) in DCM (100 mL) at within 40 minutes, the mixture was stirred at 0 for 1.5 hours, and then stirred at room temperature overnight. the mixture was added to a stirred mixture of concentrated hydrochloric (500 mL) and ice, and then stirred for 1.5 hours. The mixture was extracted with DCM, washed with NaHCO3, dried over Na2SO4 and concentrated to give crude...